This data is from the Open Reaction Database (ORD), a public repository of structured organic reaction records. The task is: describe an organic reaction: reactants, conditions, products, and yield The reactants are CCO, CC(=O)CC(=O)NC1CCCC1, N. The product is CC(N)=CC(=O)NC1CCCC1. RXN SMILES: [CH3:14][CH2:15][OH:16].[CH:1]1([NH:6][C:7]([CH2:8][C:9](=[O:10])[CH3:11])=[O:12])[CH2:2][CH2:3][CH2:4][CH2:5]1.[NH3:13]>>[CH:1]1([NH:6][C:7]([CH:8]=[C:9]([CH3:11])[NH2:13])=[O:12])[CH2:2][CH2:3][CH2:4][CH2:5]1. Starting materials: NC=1SC=C(N1)/C(/C(=O)N[C@H]1[C@@H]2N(C(=C(CS2)CO)C(=O)[O-])C1=O)=N/OC.[Na+] (sodium 7β-[2-(2-aminothiazol-4-yl)-(Z)-2-methoxyiminoacetamido]-3-hydroxymethyl-3-cephem-4-carboxylate), N(C(=N)N)CCCN1N=NN=C1S (1-(3-guanidinopropyl)-5-mercapto-1H-tetrazole), ethyl o-phenylenephosphate. Run in CN(C)C=O (DMF). Reaction conditions: temperature -20 celsius. The product is NC=1SC=C(N1)/C(/C(=O)N[C@H]1[C@@H]2N(C(=C(CS2)CSC2=NN=NN2CCCNC(=N)N)C(=O)O)C1=O)=N/OC (7β-[2-(2-Aminothiazol-4-yl)-(Z)-2-methoxyiminoacetamido]-3-[[1-(3-guanidinopropyl)-1H-tetrazol-5-yl] thiomethyl]-3-cephem-4-carboxylic acid). The yield is 59.1%. Reaction SMILES: [NH2:1][C:2]1[S:3][CH:4]=[C:5](/[C:7](=[N:25]/[O:26][CH3:27])/[C:8]([NH:10][C@@H:11]2[C:23](=[O:24])[N:13]3[C:14]([C:20]([O-:22])=[O:21])=[C:15]([CH2:18]O)[CH2:16][S:17][C@H:12]23)=[O:9])[N:6]=1.[Na+].[NH:29]([CH2:33][CH2:34][CH2:35][N:36]1[C:40]([SH:41])=[N:39][N:38]=[N:37]1)[C:30]([NH2:32])=[NH:31]>CN(C=O)C>[NH2:1][C:2]1[S:3][CH:4]=[C:5](/[C:7](=[N:25]/[O:26][CH3:27])/[C:8]([NH:10][C@@H:11]2[C:23](=[O:24])[N:13]3[C:14]([C:20]([OH:22])=[O:21])=[C:15]([CH2:18][S:41][C:40]4[N:36]([CH2:35][CH2:34][CH2:33][NH:29][C:30]([NH2:32])=[NH:31])[N:37]=[N:38][N:39]=4)[CH2:16][S:17][C@H:12]23)=[O:9])[N:6]=1 |f:0.1|. Procedure: To a solution of 363 mg of sodium 7β-[2-(2-aminothiazol-4-yl)-(Z)-2-methoxyiminoacetamido]-3-hydroxymethyl-3-cephem-4-carboxylate and 241 mg of 1-(3-guanidinopropyl)-5-mercapto-1H-tetrazole in 10 ml of DMF was added 800 mg of ethyl o-phenylenephosphate under stirring at -20° C. The reaction mixture was stirred at -20° C. to 0° C. for 60 minutes and subjected to a column chromatography on silica gel (100 g), being washed with acetonitrile and eluted with acetonitrile/water (4:1). The eluate was c...